Task: describe an organic reaction: reactants, conditions, products, and yield. Dataset: the Open Reaction Database (ORD), a public repository of structured organic reaction records Starting materials: COC(=O)c1cnn2ccc(C(C)=O)cc12, [Na+], [OH-], O=S(=O)(O)O. Product: CC(=O)c1ccn2nccc2c1. As a reaction SMILES: [C:1]([CH3:2])(=[O:3])[c:4]1[cH:5][c:6]2[n:7]([cH:8][cH:9]1)[n:10][cH:11][c:12]2[C:13]([O:14][CH3:15])=[O:16].[Na+:18].[OH-:17].[S:19](=[O:20])(=[O:21])([OH:22])[OH:23]>>[C:1]([CH3:2])(=[O:3])[c:4]1[cH:5][c:6]2[n:7]([cH:8][cH:9]1)[n:10][cH:11][cH:12]2.